Dataset: the Open Reaction Database (ORD), a public repository of structured organic reaction records. Task: describe an organic reaction: reactants, conditions, products, and yield The reactants are N#CCC(=O)O, CC#N, CC(C)N=C=NC(C)C, NC1CC1, C1CCOC1, O. Yields the product N#CCC(=O)NC1CC1. As a reaction SMILES: [C:5](#[N:6])[CH2:7][C:8](=[O:9])[OH:10].[CH3:26][C:27]#[N:28].[CH:11]([N:12]=[C:13]=[N:14][CH:15]([CH3:16])[CH3:17])([CH3:18])[CH3:19].[CH:1]1([NH2:4])[CH2:2][CH2:3]1.[O:21]1[CH2:22][CH2:23][CH2:24][CH2:25]1.[OH2:20]>>[CH:1]1([NH:4][C:8]([CH2:7][C:5]#[N:6])=[O:9])[CH2:2][CH2:3]1. The reactants are C(C1=CC=CC=C1)(C1=CC=CC=C1)OC(=O)C1=C(C=CC=C1)N(C1=CC=C(C[C@H](NC(=O)OC)C(=O)NCCCCOC2=C(C(=O)OC)C(=CC(=C2)OC)O)C=C1)C(C(=O)OCC1=CC=CC=C1)=O (methyl 2-(4-{[4-{{2-[(benzhydryloxy)carbonyl]phenyl}[(benzyloxy)(oxo)acetyl]amino}-N-(methoxycarbonyl)-L-phenylalanyl]amino}butoxy)-6-hydroxy-4-methoxybenzoate). The reagents and catalysts are [Pd] (Pd—C). Solvent: CO (methanol). Reaction conditions: time 16 hour. The product is C(=O)(O)C(=O)N(C1=CC=C(C[C@H](NC(=O)OC)C(=O)NCCCCOC2=C(C(=O)OC)C(=CC(=C2)OC)O)C=C1)C1=C(C=CC=C1)C(=O)O (methyl 2-(4-{[4-[(carboxycarbonyl)(2-carboxyphenyl)amino]-N-(methoxycarbonyl)-L-phenylalanyl]amino}butoxy)-6-hydroxy-4-methoxybenzoate). As a reaction SMILES: C([O:14][C:15]([C:17]1[CH:22]=[CH:21][CH:20]=[CH:19][C:18]=1[N:23]([C:58](=[O:69])[C:59]([O:61]CC1C=CC=CC=1)=[O:60])[C:24]1[CH:57]=[CH:56][C:27]([CH2:28][C@@H:29]([C:35]([NH:37][CH2:38][CH2:39][CH2:40][CH2:41][O:42][C:43]2[CH:52]=[C:51]([O:53][CH3:54])[CH:50]=[C:49]([OH:55])[C:44]=2[C:45]([O:47][CH3:48])=[O:46])=[O:36])[NH:30][C:31]([O:33][CH3:34])=[O:32])=[CH:26][CH:25]=1)=[O:16])(C1C=CC=CC=1)C1C=CC=CC=1>CO.[Pd]>[C:59]([C:58]([N:23]([C:18]1[CH:19]=[CH:20][CH:21]=[CH:22][C:17]=1[C:15]([OH:16])=[O:14])[C:24]1[CH:57]=[CH:56][C:27]([CH2:28][C@@H:29]([C:35]([NH:37][CH2:38][CH2:39][CH2:40][CH2:41][O:42][C:43]2[CH:52]=[C:51]([O:53][CH3:54])[CH:50]=[C:49]([OH:55])[C:44]=2[C:45]([O:47][CH3:48])=[O:46])=[O:36])[NH:30][C:31]([O:33][CH3:34])=[O:32])=[CH:26][CH:25]=1)=[O:69])([OH:61])=[O:60]. Procedure: A mixture of methyl 2-(4-{[4-{{2-[(benzhydryloxy)carbonyl]phenyl}[(benzyloxy)(oxo)acetyl]amino}-N-(methoxycarbonyl)-L-phenylalanyl]amino}butoxy)-6-hydroxy-4-methoxybenzoate and 10% Pd—C (0.1 g) in methanol (25 mL) was stirred under an atmosphere of hydrogen at ambient temperature for 16 hours. The mixture was filtered through celite and the filtrate concentrated under reduced pressure to provide the titled compound. MS (ESI(+)) m/e 682 (M+H)+; 1H NMR (500 MHz, DMSO-d6) 10.66, 10.67 (s, s, 1H), 8... The reactants are CC(=O)NCc1nc2cc(Br)cnc2[nH]1, CCO, Cl. The product is NCc1nc2cc(Br)cnc2[nH]1. RXN SMILES: [Br:1][c:2]1[cH:3][c:4]2[c:5]([n:6][cH:7]1)[nH:8][c:9]([CH2:11][NH:12][C:13](=[O:14])[CH3:15])[n:10]2.[CH3:17][CH2:18][OH:19].[ClH:16]>>[Br:1][c:2]1[cH:3][c:4]2[c:5]([n:6][cH:7]1)[nH:8][c:9]([CH2:11][NH2:12])[n:10]2.